This data is from the Open Reaction Database (ORD), a public repository of structured organic reaction records. The task is: describe an organic reaction: reactants, conditions, products, and yield Starting materials: BrC1=CC2=C(C(=NC=3C=CNC(C23)=O)NC(C(C)(C)C)C)C=C1 (9-bromo-6-[(1,2,2-trimethylpropyl)amino]benzo[c]-1,6-naphthyridin-1(2H)-one), C1(=CC=CC=C1)C#C (phenylacetylene), N#N (N2). The reagents and catalysts are [Cu]I (CuI), Cl[Pd]([P](C1=CC=CC=C1)(C2=CC=CC=C2)C3=CC=CC=C3)([P](C4=CC=CC=C4)(C5=CC=CC=C5)C6=CC=CC=C6)Cl (PdCl2(PPh3)2). Solvent: O (water), CCN(CC)CC (Et3N). Yields the product C1(=CC=CC=C1)C#CC1=CC2=C(C(=NC=3C=CNC(C23)=O)NC(C(C)(C)C)C)C=C1 (9-(phenylethynyl)-6-[(1,2,2-trimethylpropyl)amino]benzo[c]-1,6-naphthyridin-1(2H)-one). RXN SMILES: Br[C:2]1[CH:23]=[CH:22][C:5]2[C:6]([NH:15][CH:16]([CH3:21])[C:17]([CH3:20])([CH3:19])[CH3:18])=[N:7][C:8]3[CH:9]=[CH:10][NH:11][C:12](=[O:14])[C:13]=3[C:4]=2[CH:3]=1.[C:24]1([C:30]#[CH:31])[CH:29]=[CH:28][CH:27]=[CH:26][CH:25]=1.N#N>CCN(CC)CC.O.[Cu]I.Cl[Pd](Cl)([P](C1C=CC=CC=1)(C1C=CC=CC=1)C1C=CC=CC=1)[P](C1C=CC=CC=1)(C1C=CC=CC=1)C1C=CC=CC=1>[C:24]1([C:30]#[C:31][C:2]2[CH:23]=[CH:22][C:5]3[C:6]([NH:15][CH:16]([CH3:21])[C:17]([CH3:20])([CH3:19])[CH3:18])=[N:7][C:8]4[CH:9]=[CH:10][NH:11][C:12](=[O:14])[C:13]=4[C:4]=3[CH:3]=2)[CH:29]=[CH:28][CH:27]=[CH:26][CH:25]=1 |^1:46,65|. Reported procedure: To a solution of 9-bromo-6-[(1,2,2-trimethylpropyl)amino]benzo[c]-1,6-naphthyridin-1(2H)-one (150 mg, 0.040 mmol) in Et3N (3.0 mL) was added the phenylacetylene (50 mg, 0.05 mmol), CuI (10 mg) and PdCl2(PPh3)2 (10 mg). The mixture was stirred under reflux and N2 atmosphere for 12 h. After cooling to room temperature, the mixture was diluted with water (5 mL) and extracted with ethyl acetate (3×5 mL). The combined organic layers were washed with brine (5 mL), dried over magnesium sulfate, filtere... Starting materials: CC(=O)O, Cl, Cl[Cu]Cl, O=N[O-], Nc1cccc2c1OCO2, [Na+], O=S=O, O, O. The product is O=S(=O)(Cl)c1cccc2c1OCO2. RXN SMILES: [CH3:15][C:16](=[O:17])[OH:18].[ClH:22].[Cu:25]([Cl:26])[Cl:27].[N:11]([O-:12])=[O:13].[NH2:1][c:2]1[cH:3][cH:4][cH:5][c:6]2[c:10]1[O:9][CH2:8][O:7]2.[Na+:14].[O:19]=[S:20]=[O:21].[OH2:23].[OH2:24]>>[c:2]1([S:20](=[O:19])(=[O:21])[Cl:22])[cH:3][cH:4][cH:5][c:6]2[c:10]1[O:9][CH2:8][O:7]2. Reactants: CO (Methanol), [OH-].[Na+] (NaOH), C(C)OC(=O)C=1N(C2=CC=C(C=C2C1)OCC1=C(C=CC=C1Cl)Cl)CCCC#N (1-(3-Cyanopropyl)-5-(2,6-dichlorobenzyloxy)-1H-indole-2-carboxylic acid ethyl ester). Run in O1CCCC1 (tetrahydrofuran). Reaction conditions: time 12 hour. Product: C(#N)CCCN1C(=CC2=CC(=CC=C12)OCC1=C(C=CC=C1Cl)Cl)C(=O)O (1-(3-Cyanopropyl)-5-(2,6-dichlorobenzyloxy)-1H-indole-2-carboxylic Acid). As a reaction SMILES: C([O:3][C:4]([C:6]1[N:7]([CH2:25][CH2:26][CH2:27][C:28]#[N:29])[C:8]2[C:13]([CH:14]=1)=[CH:12][C:11]([O:15][CH2:16][C:17]1[C:22]([Cl:23])=[CH:21][CH:20]=[CH:19][C:18]=1[Cl:24])=[CH:10][CH:9]=2)=[O:5])C.CO.[OH-].[Na+]>O1CCCC1>[C:28]([CH2:27][CH2:26][CH2:25][N:7]1[C:8]2[C:13](=[CH:12][C:11]([O:15][CH2:16][C:17]3[C:18]([Cl:24])=[CH:19][CH:20]=[CH:21][C:22]=3[Cl:23])=[CH:10][CH:9]=2)[CH:14]=[C:6]1[C:4]([OH:5])=[O:3])#[N:29] |f:2.3|. Reported procedure: 1-(3-Cyanopropyl)-5-(2,6-dichlorobenzyloxy)-1H-indole-2-carboxylic acid ethyl ester (1.89 g, 4.38 mmol), from Example 1(c), was dissolved in tetrahydrofuran (5 mL). Methanol (5 mL) and 1.0 N NaOH (5 mL) were added and the reaction mixture was stirred at ambient temperature for 12 h. The tetrahydrofuran and methanol were removed under reduced pressure and water (10 mL) was added. The solution was acidified to pH 2 with 10% aqueous HCl solution. The product precipitated as a white solid (1.52 g, 8... The reactants are ClC=1N=C2N(C(C1)=O)CC[C@H](N2)C(F)(F)F ((8S)-2-chloro-8-trifluoromethyl-6,7,8,9-tetrahydropyrimido[1,2-a]pyrimidin-4-one), C([O-])([O-])=O.[Cs+].[Cs+] (cesium carbonate), Br.BrCC(=O)C1=NC=CC=C1 (2-bromo-1-pyrid-2-ylethanone hydrobromide). The solvent is C(C)#N (acetonitrile). The product is ClC=1N=C2N(C(C1)=O)CC[C@H](N2CC(C2=NC=CC=C2)=O)C(F)(F)F ((8S)-2-chloro-9-(2-oxo-2-pyrid-2-ylethyl)-8-trifluoromethyl-6,7,8,9-tetrahydropyrimido[1,2-a]pyrimidin-4-one). As a reaction SMILES: [Cl:1][C:2]1[N:3]=[C:4]2[NH:12][C@H:11]([C:13]([F:16])([F:15])[F:14])[CH2:10][CH2:9][N:5]2[C:6](=[O:8])[CH:7]=1.C(=O)([O-])[O-].[Cs+].[Cs+].Br.Br[CH2:25][C:26]([C:28]1[CH:33]=[CH:32][CH:31]=[CH:30][N:29]=1)=[O:27]>C(#N)C>[Cl:1][C:2]1[N:3]=[C:4]2[N:12]([CH2:25][C:26](=[O:27])[C:28]3[CH:33]=[CH:32][CH:31]=[CH:30][N:29]=3)[C@H:11]([C:13]([F:14])([F:15])[F:16])[CH2:10][CH2:9][N:5]2[C:6](=[O:8])[CH:7]=1 |f:1.2.3,4.5|. Procedure details: 150 mg (0.591 mmol) of (8S)-2-chloro-8-trifluoromethyl-6,7,8,9-tetrahydropyrimido[1,2-a]pyrimidin-4-one, 578.71 mg (1.77 mmol) of cesium carbonate, 199.40 mg (0.709 mmol) of 2-bromo-1-pyrid-2-ylethanone hydrobromide and 10 mL of acetonitrile were used in the reaction. After purification by chromatography on silica gel (eluent A/B: heptane/EtOAc, gradient A/B: t 0 min 0% B, t 15 min 50% B, t 25 min 70% B), 218 mg of (8S)-2-chloro-9-(2-oxo-2-pyrid-2-ylethyl)-8-trifluoromethyl-6,7,8,9-tetrahydropyr... As a reaction SMILES: P([O-])([O-])([O-])=O.[K+].[K+].[K+].[NH:9]1[CH:13]=[CH:12][CH:11]=[N:10]1.Br[C:15]1[CH:16]=[CH:17][C:18]2[C:19]3[N:28]([CH2:29][CH2:30][CH2:31][O:32][CH3:33])[C:27]([CH2:34][O:35][CH2:36][CH3:37])=[N:26][C:20]=3[C:21]([NH2:25])=[N:22][C:23]=2[CH:24]=1.N[C@@H]1CCCC[C@H]1N>[Cu]I.O1CCOCC1>[CH2:36]([O:35][CH2:34][C:27]1[N:28]([CH2:29][CH2:30][CH2:31][O:32][CH3:33])[C:19]2[C:18]3[CH:17]=[CH:16][C:15]([N:9]4[CH:13]=[CH:12][CH:11]=[N:10]4)=[CH:24][C:23]=3[N:22]=[C:21]([NH2:25])[C:20]=2[N:26]=1)[CH3:37] |f:0.1.2.3|. Procedure: A 4 dram vial containing a stir bar was charged sequentially with copper(I) iodide (0.038 g), potassium phosphate (0.890 g), pyrazole (0.164 g), 7-bromo-2-ethoxymethyl-1-(3-methoxypropyl)-1H-imidazo[4,5-c]quinolin-4-amine (0.786 g), (±)-trans-1,2-diaminocyclohexane (0.030 mL), and anhydrous 1,4-dioxane (2 mL). The vial was flushed with nitrogen, capped, and placed in an oil bath at 110° C. After 15.5 hours, the reaction was cooled to room temperature and purified by flash column chromatography u... Run at time 15.5 hour. The reagents and catalysts are [Cu]I (copper(I) iodide). The product is C(C)OCC=1N(C2=C(C(=NC=3C=C(C=CC23)N2N=CC=C2)N)N1)CCCOC (2-ethoxymethyl-1-(3-methoxypropyl)-7-(pyrazol-1-yl)-1H-imidazo[4,5-c]quinolin-4-amine). Solvent: O1CCOCC1 (1,4-dioxane). Starting materials: P(=O)([O-])([O-])[O-].[K+].[K+].[K+] (potassium phosphate), N1N=CC=C1 (pyrazole), BrC=1C=CC=2C3=C(C(=NC2C1)N)N=C(N3CCCOC)COCC (7-bromo-2-ethoxymethyl-1-(3-methoxypropyl)-1H-imidazo[4,5-c]quinolin-4-amine), N[C@H]1[C@@H](CCCC1)N ((±)-trans-1,2-diaminocyclohexane). The yield is 25.0%. The reactants are Cc1c(-n2ccnc2)n(CCCCCCCl)c2ccccc12, I, [Mg], O=C=O, C1CCOC1. The product is Cc1c(-n2ccnc2)n(CCCCCCC(=O)O)c2ccccc12. RXN SMILES: [Cl:1][CH2:2][CH2:3][CH2:4][CH2:5][CH2:6][CH2:7][n:8]1[c:9](-[n:18]2[cH:19][n:20][cH:21][cH:22]2)[c:10]([CH3:17])[c:11]2[cH:12][cH:13][cH:14][cH:15][c:16]12.[I:24].[Mg:23].[O:25]=[C:26]=[O:27].[O:28]1[CH2:29][CH2:30][CH2:31][CH2:32]1>>[CH2:2]([CH2:3][CH2:4][CH2:5][CH2:6][CH2:7][n:8]1[c:9](-[n:18]2[cH:19][n:20][cH:21][cH:22]2)[c:10]([CH3:17])[c:11]2[cH:12][cH:13][cH:14][cH:15][c:16]12)[C:26](=[O:25])[OH:27].